This data is from the Open Reaction Database (ORD), a public repository of structured organic reaction records. The task is: describe an organic reaction: reactants, conditions, products, and yield The reactants are COC=1C=CC2=C(SC(=C2C(C2=CC=C(C=C2)OC2CN(CCC2)C)=O)C2=CC=C(C=C2)OC)C1 (6-Methoxy-2-(4-methoxyphenyl)-3-(4-[1-methylpiperidin-3-oxy]benzoyl)benzo[b]thiophene), C(C)S (ethane thiol), [Cl-].[Al+3].[Cl-].[Cl-] (aluminum chloride). Product: OC=1C=CC2=C(SC(=C2C(C2=CC=C(C=C2)OC2CN(CCC2)C)=O)C2=CC=C(C=C2)O)C1 (6-Hydroxy-2-(4-Hydroxyphenyl)-3-(4-[1-Methylpiperidin-3-oxy]benzoyl)benzo[b]thiophene). Isolated yield 72.2%. Reaction SMILES: C[O:2][C:3]1[CH:4]=[CH:5][C:6]2[C:10]([C:11](=[O:26])[C:12]3[CH:17]=[CH:16][C:15]([O:18][CH:19]4[CH2:24][CH2:23][CH2:22][N:21]([CH3:25])[CH2:20]4)=[CH:14][CH:13]=3)=[C:9]([C:27]3[CH:32]=[CH:31][C:30]([O:33]C)=[CH:29][CH:28]=3)[S:8][C:7]=2[CH:35]=1.C(S)C.[Cl-].[Al+3].[Cl-].[Cl-]>>[OH:2][C:3]1[CH:4]=[CH:5][C:6]2[C:10]([C:11](=[O:26])[C:12]3[CH:13]=[CH:14][C:15]([O:18][CH:19]4[CH2:24][CH2:23][CH2:22][N:21]([CH3:25])[CH2:20]4)=[CH:16][CH:17]=3)=[C:9]([C:27]3[CH:32]=[CH:31][C:30]([OH:33])=[CH:29][CH:28]=3)[S:8][C:7]=2[CH:35]=1 |f:2.3.4.5|. Reported procedure: 6-Methoxy-2-(4-methoxyphenyl)-3-(4-[1-methylpiperidin-3-oxy]benzoyl)benzo[b]thiophene (310 mg, 0.636 mmol), ethane thiol (3.18 mmol), and aluminum chloride (508 mg, 3.81 mmol) were converted to 211 mg (72%) of the title compound by the procedure of Example 16. MS(FD) 460(M+). IR (CHCl3) ν max 3400, 3149, 2947, 1598, 1467, 1254, 1164. Starting materials: [H][H] (hydrogen), [BH4-].[Na+] (sodium borohydride), C(CN)N (ethylene diamine), C1(=CC=CC=C1)C#CC(=O)O (3-phenylpropynoic acid). Reagents/catalysts: O.O.O.O.C(C)(=O)[O-].[Ni+2].C(C)(=O)[O-] (Nickel (II) acetate tetrahydrate). Run in C(C)O (ethanol), C(C)O (ethanol). Conditions: time 5 hour. The product is C1(=CC=CC=C1)\C=C/C(=O)O (Z-3-Phenylpropenoic Acid). The yield is 68.8%. As a reaction SMILES: [BH4-].[Na+].C(N)CN.[C:7]1([C:13]#[C:14][C:15]([OH:17])=[O:16])[CH:12]=[CH:11][CH:10]=[CH:9][CH:8]=1.[H][H]>C(O)C.O.O.O.O.C([O-])(=O)C.[Ni+2].C([O-])(=O)C>[C:7]1(/[CH:13]=[CH:14]\[C:15]([OH:17])=[O:16])[CH:12]=[CH:11][CH:10]=[CH:9][CH:8]=1 |f:0.1,6.7.8.9.10.11.12|. Procedure: Nickel (II) acetate tetrahydrate (0.16 g, 0.00063 moles) was dissolved in ethanol (6.3 mL) and placed under hydrogen atmosphere. The green solution was stirred rapidly while sodium borohydride (0.024 g, 0.00063 moles) in ethanol (0.63 mL) was added. The deep purple solution was then treated with ethylene diamine (0.42 mL, 0.0063 moles) followed by 3-phenylpropynoic acid (0.73 g, 0.005 moles). The reaction was stirred under hydrogen for 5 hours. The hydrogen was displaced with nitrogen and the su... Starting materials: OC1=C(C=CC=2C=3N(C(=NC12)NC(C1=CN=CC=C1)=O)CCN3)OCCCN3CCOCC3 (N-[7-hydroxy-8-(3-morpholin-4-ylpropoxy)-2,3-dihydroimidazo[1,2-c]quinazolin-5-yl]nicotinamide), OC1=C(C=CC=2C=3N(C(=NC12)NC(C1=CN=CC=C1)=O)CCN3)OCCCN3CCOCC3 (N-[7-hydroxy-8-(3-morpholin-4-ylpropoxy)-2,3-dihydroimidazo[1,2-c]quinazolin-5-yl]nicotinamide), ClCCCS(=O)(=O)N(C)C (3-chloro-N,N-dimethylpropane-1-sulfonamide), ClCCCS(=O)(=O)N(C)C (3-chloro-N,N-dimethylpropane-1-sulfonamide). Yields the product CN(S(=O)(=O)CCCOC1=C(C=CC=2C=3N(C(=NC12)NC(C1=CN=CC=C1)=O)CCN3)OCCCN3CCOCC3)C (N-[7-{3-[(dimethylamino)sulfonyl]propoxy}-8-(3-morpholin-4-ylpropoxy)-2,3-dihydroimidazo[1,2-c]quinazolin-5-yl]nicotinamide). RXN SMILES: [OH:1][C:2]1[C:11]2[N:10]=[C:9]([NH:12][C:13](=[O:20])[C:14]3[CH:19]=[CH:18][CH:17]=[N:16][CH:15]=3)[N:8]3[CH2:21][CH2:22][N:23]=[C:7]3[C:6]=2[CH:5]=[CH:4][C:3]=1[O:24][CH2:25][CH2:26][CH2:27][N:28]1[CH2:33][CH2:32][O:31][CH2:30][CH2:29]1.Cl[CH2:35][CH2:36][CH2:37][S:38]([N:41]([CH3:43])[CH3:42])(=[O:40])=[O:39]>>[CH3:42][N:41]([CH3:43])[S:38]([CH2:37][CH2:36][CH2:35][O:1][C:2]1[C:11]2[N:10]=[C:9]([NH:12][C:13](=[O:20])[C:14]3[CH:19]=[CH:18][CH:17]=[N:16][CH:15]=3)[N:8]3[CH2:21][CH2:22][N:23]=[C:7]3[C:6]=2[CH:5]=[CH:4][C:3]=1[O:24][CH2:25][CH2:26][CH2:27][N:28]1[CH2:29][CH2:30][O:31][CH2:32][CH2:33]1)(=[O:40])=[O:39]. Procedure: The procedure used for the preparation of Example 1 was used to prepare the title compound from N-[7-hydroxy-8-(3-morpholin-4-ylpropoxy)-2,3-dihydroimidazo[1,2-c]quinazolin-5-yl]nicotinamide (Intermediate H) and 3-chloro-N,N-dimethylpropane-1-sulfonamide (Intermediate F). High vacuum drying gave the title compound (15 mg, 15%): HPLC MS RT=0.24 min, MH+=600.4; 1H NMR (DMSO-d6+2 drops TFA-d) δ: 1.07 (6H, t), 2.18-2.27 (4H, m), 3.04-3.13 (2H, m), 3.27-3.36 (4H, q), 3.51 (2H, d), 3.66 (2H, t), 3.98-... Reactants: CC1=CC=C(C=C1)C1=C(C=NO1)C(=O)Cl (5-(4-methylphenyl)isoxazole-4-carbonyl chloride), C1NCC2=CC=CC=C12 (isoindoline). Run in ClCCl (dichloromethane). Reaction conditions: time 1 hour. The product is CC1=CC=C(C=C1)C1=C(C=NO1)C(=O)N1CC2=CC=CC=C2C1 (2-{[5-(4-Methylphenyl)isoxazol-4-yl]carbonyl}isoindoline). RXN SMILES: [CH3:1][C:2]1[CH:7]=[CH:6][C:5]([C:8]2[O:12][N:11]=[CH:10][C:9]=2[C:13](Cl)=[O:14])=[CH:4][CH:3]=1.[CH2:16]1[C:24]2[C:19](=[CH:20][CH:21]=[CH:22][CH:23]=2)[CH2:18][NH:17]1>ClCCl>[CH3:1][C:2]1[CH:7]=[CH:6][C:5]([C:8]2[O:12][N:11]=[CH:10][C:9]=2[C:13]([N:17]2[CH2:18][C:19]3[C:24](=[CH:23][CH:22]=[CH:21][CH:20]=3)[CH2:16]2)=[O:14])=[CH:4][CH:3]=1. Reported procedure: To 5-(4-methylphenyl)isoxazole-4-carbonyl chloride (10 mg, 0.045 mmol) in dichloromethane (1 mL) was added isoindoline (5.9 mg, 0.050 mmol, 1.1 eq.), and the reaction mixture was stirred for 1 h. The solvent was removed, and the residue was purified by preparative reverse-phase HPLC to give the title compound. HRMS (ESI, pos. ion) m/z calcd for C19H16N2O2: 304.1212, found 304.1222. Reactants: ClC1=C(C(=CC=C1)Cl)C=1NC2=CC(=CC=C2C1)C(=O)O (2-(2,6-dichlorophenyl)-1H-indole-6-carboxylic acid), BrC1=CC=C2C(=N1)SC(=N2)N (5-bromothiazolo[5,4-b]pyridin-2-ylamine). Product: BrC1=CC=C2C(=N1)SC(=N2)NC(=O)C2=CC=C1C=C(NC1=C2)C2=C(C=CC=C2Cl)Cl (2-(2,6-Dichlorophenyl)-1H-indole-6-carboxylic acid (5-bromothiazolo[5,4-b]pyridin-2-yl)-amide). RXN SMILES: [Cl:1][C:2]1[CH:7]=[CH:6][CH:5]=[C:4]([Cl:8])[C:3]=1[C:9]1[NH:10][C:11]2[C:16]([CH:17]=1)=[CH:15][CH:14]=[C:13]([C:18](O)=[O:19])[CH:12]=2.[Br:21][C:22]1[N:27]=[C:26]2[S:28][C:29]([NH2:31])=[N:30][C:25]2=[CH:24][CH:23]=1>>[Br:21][C:22]1[N:27]=[C:26]2[S:28][C:29]([NH:31][C:18]([C:13]3[CH:12]=[C:11]4[C:16]([CH:17]=[C:9]([C:3]5[C:4]([Cl:8])=[CH:5][CH:6]=[CH:7][C:2]=5[Cl:1])[NH:10]4)=[CH:15][CH:14]=3)=[O:19])=[N:30][C:25]2=[CH:24][CH:23]=1. Procedure: The title compound was prepared from 2-(2,6-dichlorophenyl)-1H-indole-6-carboxylic acid and 5-bromothiazolo[5,4-b]pyridin-2-ylamine (WO 2007041365) analogous to Example 3-11. 1H NMR (DMSO-d6, 400 MHz): δ 13.08 (s, broad, 1H), 12.01 (s, broad, 1H) 8.33 (s, 1H), 8.11 (d, J=8.5 Hz, 1H), 7.86 (dd, J=8.5, 1.5 Hz, 1H), 7.71 (m, 4H), 7.56 (m, 1H), 6.65 (d, J=1.3 Hz, 1H). MS (m/z) 518.9 (M+1), Retention time=1.58 min (Method 10). High Res. MS: theory 516.9292; measured 516.9277. Starting materials: ClCC(CC(=O)OCC)=O (ethyl 4-chloroacetoacetate), CC1=C(O)C=CC=C1O (2-methylresorcinol), O (water). Solvent: CS(=O)(=O)O (methyl sulfonic acid). The product is ClCC1=CC(OC2=C(C(=CC=C12)O)C)=O (4-chloromethyl-7-hydroxy-8-methylcoumarin). The yield is 90.0%. RXN SMILES: [CH3:1][C:2]1[C:8]([OH:9])=[CH:7][CH:6]=[CH:5][C:3]=1[OH:4].[Cl:10][CH2:11][C:12](=O)[CH2:13][C:14](OCC)=[O:15].O>CS(O)(=O)=O>[Cl:10][CH2:11][C:12]1[C:5]2[C:3](=[C:2]([CH3:1])[C:8]([OH:9])=[CH:7][CH:6]=2)[O:4][C:14](=[O:15])[CH:13]=1. Procedure: A solution of 2-methylresorcinol (1 g) in 10 mL of methyl sulfonic acid is introduced into a flask and then 1.3 equivalents (1.42 ml) of ethyl 4-chloroacetoacetate are added dropwise. After 1 night of stirring at room temperature, the mixture is cooled to 0° C. and then 50 mL of water are added. The residue is then filtered, dried and washed with diethyl ether in order to obtain 1.63 g (90%) of the compound 5. The reactants are BrC1=CC=C(C=C1)C(CCCCl)=O (1-(4-bromophenyl)-4-chloro-1-butanone), N1CCC(CC1)C=1C=C(C=CC1)NC(CC)=O (N-[3-(4-piperidinyl)phenyl]propanamide). Product: BrC1=CC=C(C=C1)C(CCCN1CCC(CC1)C=1C=C(C=CC1)NC(CC)=O)=O (N-(3-{1-[4-(4-BROMOPHENYL)-4-OXOBUTYL]-4-PIPERIDINYL}PHENYL)PROPANAMIDE). RXN SMILES: [Br:1][C:2]1[CH:7]=[CH:6][C:5]([C:8](=[O:13])[CH2:9][CH2:10][CH2:11]Cl)=[CH:4][CH:3]=1.[NH:14]1[CH2:19][CH2:18][CH:17]([C:20]2[CH:21]=[C:22]([NH:26][C:27](=[O:30])[CH2:28][CH3:29])[CH:23]=[CH:24][CH:25]=2)[CH2:16][CH2:15]1>>[Br:1][C:2]1[CH:7]=[CH:6][C:5]([C:8](=[O:13])[CH2:9][CH2:10][CH2:11][N:14]2[CH2:19][CH2:18][CH:17]([C:20]3[CH:21]=[C:22]([NH:26][C:27](=[O:30])[CH2:28][CH3:29])[CH:23]=[CH:24][CH:25]=3)[CH2:16][CH2:15]2)=[CH:4][CH:3]=1. Reported procedure: Prepared by Procedure K and Scheme B1 using 1-(4-bromophenyl)-4-chloro-1-butanone and N-[3-(4-piperidinyl)phenyl]propanamide: ESMS m/e: 457.1 (M+H)+.